From a dataset of the Open Reaction Database (ORD), a public repository of structured organic reaction records. describe an organic reaction: reactants, conditions, products, and yield Starting materials: C#CCCCO, C[Si](C)(C)Cl, ClCCl, O, c1c[nH]cn1. Product: C#CCCCO[Si](C)(C)C. As a reaction SMILES: [CH2:1]([CH2:2][CH2:3][C:4]#[CH:5])[OH:6].[Cl:12][Si:13]([CH3:14])([CH3:15])[CH3:16].[Cl:17][CH2:18][Cl:19].[OH2:20].[nH:7]1[cH:8][cH:9][n:10][cH:11]1>>[CH2:1]([CH2:2][CH2:3][C:4]#[CH:5])[O:6][Si:13]([CH3:14])([CH3:15])[CH3:16]. Reactants: CC(=O)O, CCOCC, [Cl-], [Cl-], O=[N+]([O-])c1ccc(SO)c(C(Cl)(Cl)Cl)c1, [K+], N#C[K]. The product is N#CSc1ccc([N+](=O)[O-])cc1C(Cl)(Cl)Cl. Reaction SMILES: [CH3:22][C:23](=[O:24])[OH:25].[CH3:26][CH2:27][O:28][CH2:29][CH3:30].[Cl-:20].[Cl-:4].[Cl:5][C:6]([c:7]1[c:8]([S:16][OH:17])[cH:9][cH:10][c:11]([N+:13](=[O:14])[O-:15])[cH:12]1)([Cl:18])[Cl:19].[K+:21].[K:1][C:2]#[N:3]>>[C:2](#[N:3])[S:16][c:8]1[c:7]([C:6]([Cl:5])([Cl:18])[Cl:19])[cH:12][c:11]([N+:13](=[O:14])[O-:15])[cH:10][cH:9]1. The reactants are Oc1cccc(N=C(c2ccccc2)c2ccccc2)c1, O=C([O-])[O-], CC(C)=O, O=C1C=C(Cl)CCC1, [K+], [K+]. Yields the product O=C1C=C(Oc2cccc(N=C(c3ccccc3)c3ccccc3)c2)CCC1. Reaction SMILES: [C:1]([c:2]1[cH:3][cH:4][cH:5][cH:6][cH:7]1)([c:8]1[cH:9][cH:10][cH:11][cH:12][cH:13]1)=[N:14][c:15]1[cH:16][c:17]([OH:21])[cH:18][cH:19][cH:20]1.[C:30](=[O:31])([O-:32])[O-:33].[CH3:36][C:37](=[O:38])[CH3:39].[Cl:22][C:23]1=[CH:24][C:25](=[O:29])[CH2:26][CH2:27][CH2:28]1.[K+:34].[K+:35]>>[C:1]([c:2]1[cH:3][cH:4][cH:5][cH:6][cH:7]1)([c:8]1[cH:9][cH:10][cH:11][cH:12][cH:13]1)=[N:14][c:15]1[cH:16][c:17]([O:21][C:23]2=[CH:24][C:25](=[O:29])[CH2:26][CH2:27][CH2:28]2)[cH:18][cH:19][cH:20]1.